From a dataset of the Open Reaction Database (ORD), a public repository of structured organic reaction records. describe an organic reaction: reactants, conditions, products, and yield Reported procedure: A 2-5 ml microwave vial was charged with (S)-2′-bromo-7′-(pyridin-3-yl)-5H-spiro[oxazole-4,9′-xanthen]-2-amine (96 mg, 0.235 mmol), potassium phosphate (150 mg, 0.705 mmol), 2-(4,5-dihydrofuran-2-yl)-4,4,5,5-tetramethyl-1,3,2-dioxaborolane (92 mg, 0.470 mmol) and AmPhos (16.65 mg, 0.024 mmol). 1,4-Dioxane (1176 μL) and water (392 μL) were added and the vial was sealed and heated in microwave reactor for 1 hr at 100° C. The mixture was diluted with ethyl acetate, filtered through celite, and conc... Product: NC=1OC[C@]2(C3=CC(=CC=C3OC=3C=CC(=CC23)C=2C=NC=CC2)C(CCCO)=O)N1 ((S)-1-(2-amino-2′-(pyridin-3-yl)-5H-spiro[oxazole-4,9′-xanthene]-7′-yl)-4-hydroxybutan-1-one). Solvent: O (water), O1CCOCC1 (1,4-Dioxane), C(C)(=O)OCC (ethyl acetate). Run at temperature 100 celsius. Starting materials: BrC1=CC=2[C@]3(C4=CC(=CC=C4OC2C=C1)C=1C=NC=CC1)N=C(OC3)N ((S)-2′-bromo-7′-(pyridin-3-yl)-5H-spiro[oxazole-4,9′-xanthen]-2-amine), P(=O)([O-])([O-])[O-].[K+].[K+].[K+] (potassium phosphate), O1C(=CCC1)B1OC(C(O1)(C)C)(C)C (2-(4,5-dihydrofuran-2-yl)-4,4,5,5-tetramethyl-1,3,2-dioxaborolane), CC(CC1=CC=CC=C1)N.OP(=O)(O)O (AmPhos). RXN SMILES: Br[C:2]1[CH:15]=[CH:14][C:13]2[O:12][C:11]3[C:6](=[CH:7][C:8]([C:16]4[CH:17]=[N:18][CH:19]=[CH:20][CH:21]=4)=[CH:9][CH:10]=3)[C@@:5]3([CH2:25][O:24][C:23]([NH2:26])=[N:22]3)[C:4]=2[CH:3]=1.P([O-])([O-])([O-])=O.[K+].[K+].[K+].[O:35]1[CH2:39][CH2:38][CH:37]=[C:36]1B1OC(C)(C)C(C)(C)O1.CC(N)CC1C=CC=CC=1.[OH:59]P(O)(O)=O>C(OCC)(=O)C.O.O1CCOCC1>[NH2:26][C:23]1[O:24][CH2:25][C@:5]2([N:22]=1)[C:6]1[CH:7]=[C:8]([C:16]3[CH:17]=[N:18][CH:19]=[CH:20][CH:21]=3)[CH:9]=[CH:10][C:11]=1[O:12][C:13]1[C:4]2=[CH:3][C:2]([C:37](=[O:36])[CH2:38][CH2:39][CH2:35][OH:59])=[CH:15][CH:14]=1 |f:1.2.3.4,6.7|. Reaction SMILES: [C:1]([OH:2])(=[O:3])[C:4]([OH:5])=[O:6].[C:32](=[O:33])([O-:34])[O-:35].[CH2:50]([Cl:51])[Cl:52].[CH3:38][c:39]1[cH:40][cH:41][cH:42][cH:43][cH:44]1.[Cl:45][C:46]([Cl:47])=[O:48].[K+:36].[K+:37].[OH2:49].[c:7]1([CH:8]([c:9]2[cH:10][cH:11][cH:12][cH:13][cH:26]2)[N:14]2[CH2:15][CH:16]([O:18][c:19]3[cH:20][c:21]([Cl:25])[cH:22][cH:23][cH:24]3)[CH2:17]2)[cH:27][cH:28][cH:29][cH:30][cH:31]1>>[N:14]1([C:46]([Cl:45])=[O:48])[CH2:15][CH:16]([O:18][c:19]2[cH:20][c:21]([Cl:25])[cH:22][cH:23][cH:24]2)[CH2:17]1. Reactants: O=C(O)C(=O)O, O=C([O-])[O-], ClCCl, Cc1ccccc1, O=C(Cl)Cl, [K+], [K+], O, Clc1cccc(OC2CN(C(c3ccccc3)c3ccccc3)C2)c1. Product: O=C(Cl)N1CC(Oc2cccc(Cl)c2)C1. Starting materials: [Na] (sodium), C1(=CC=CC=C1)O (phenol), ClC=1N=NC(=CC1)SCC=C (3-chloro-6-allylthiopyridazine). Run at temperature 160 celsius, time 3 hour. Yields the product O(C1=CC=CC=C1)C=1N=NC(=CC1)SCC=C (3-phenoxy-6-allylthiopyridazine). As a reaction SMILES: [Na].Cl[C:3]1[N:4]=[N:5][C:6]([S:9][CH2:10][CH:11]=[CH2:12])=[CH:7][CH:8]=1.[C:13]1([OH:19])[CH:18]=[CH:17][CH:16]=[CH:15][CH:14]=1>>[O:19]([C:3]1[N:4]=[N:5][C:6]([S:9][CH2:10][CH:11]=[CH2:12])=[CH:7][CH:8]=1)[C:13]1[CH:18]=[CH:17][CH:16]=[CH:15][CH:14]=1 |^1:0|. Procedure details: 0.11 g(0.005 mol) of metallic sodium was dissolved in 30 g of dry phenol. To the resulting solution was added 0.93 g(0.005 mol) of 3-chloro-6-allylthiopyridazine and then the reaction solution was stirred for 3 hours at 160±5° C. After the reaction was allowed to stop, the reaction solution was cooled and adjusted to alkaline (pH 14) with 2N--NaOH, thereby precipitating the crystals. The precipitated crystal was extracted with diethyl ether and then treated according to the same manner as Exampl... Reactants: C(C)(C)(C)OC(=O)N1C(CCCC1)CN ((RS) 2-aminomethyl-piperidine-1-carboxylic acid tert butyl ester), ClC1=NC2=CC=CC=C2C=C1 (2-chloroquinoline), D8. Product: C(C)(C)(C)OC(=O)N1C(CCCC1)CNC1=NC2=CC=CC=C2C=C1 ((RS) 2-(Quinolin-2-ylaminomethyl)-piperidine-1-carboxylic acid tert butyl ester). As a reaction SMILES: [C:1]([O:5][C:6]([N:8]1[CH2:13][CH2:12][CH2:11][CH2:10][CH:9]1[CH2:14][NH2:15])=[O:7])([CH3:4])([CH3:3])[CH3:2].Cl[C:17]1[CH:26]=[CH:25][C:24]2[C:19](=[CH:20][CH:21]=[CH:22][CH:23]=2)[N:18]=1>>[C:1]([O:5][C:6]([N:8]1[CH2:13][CH2:12][CH2:11][CH2:10][CH:9]1[CH2:14][NH:15][C:17]1[CH:26]=[CH:25][C:24]2[C:19](=[CH:20][CH:21]=[CH:22][CH:23]=2)[N:18]=1)=[O:7])([CH3:4])([CH3:3])[CH3:2]. Procedure details: The title compound (0.1 g) was prepared from (RS) 2-aminomethyl-piperidine-1-carboxylic acid tert butyl ester (0.5 ml) and 2-chloroquinoline (0.5 g) according to the procedure of D8. Starting materials: ClC1=C2N=CN(C2=NC=N1)[C@H]1[C@H](O)[C@H](O)[C@H](O1)CO (6-chloro-9(β-D-ribofuranosyl)-purine), NC1C2CCC(C1C1=CC=C(C=C1)Cl)CC2 (2-amino-3-p-chlorophenylbicyclo[2,2,2]octane), CN(C=O)C (dimethylformamide), C(C)(C)O (isopropanol). The solvent is C(C)N(CC)CC (triethylamine). Run at time 4 day. Yields the product ClC1=CC=C(C=C1)C1C2CCC(C1NC=1C=3N=CN([C@H]4[C@H](O)[C@H](O)[C@@H](CO)O4)C3N=CN1)CC2 (N6 -[2-(4-chlorophenyl)-bicyclo[2,2,2]oct-3-yl]-adenosine). RXN SMILES: Cl[C:2]1[N:10]=[CH:9][N:8]=[C:7]2[C:3]=1[N:4]=[CH:5][N:6]2[C@@H:11]1[O:17][C@H:16]([CH2:18][OH:19])[C@@H:14]([OH:15])[C@H:12]1[OH:13].[NH2:20][CH:21]1[CH:26]([C:27]2[CH:32]=[CH:31][C:30]([Cl:33])=[CH:29][CH:28]=2)[CH:25]2[CH2:34][CH2:35][CH:22]1[CH2:23][CH2:24]2.CN(C)C=O.C(O)(C)C>C(N(CC)CC)C>[Cl:33][C:30]1[CH:29]=[CH:28][C:27]([CH:26]2[CH:21]([NH:20][C:2]3[C:3]4[N:4]=[CH:5][N:6]([C:7]=4[N:8]=[CH:9][N:10]=3)[C@@H:11]3[O:17][C@H:16]([CH2:18][OH:19])[C@@H:14]([OH:15])[C@H:12]3[OH:13])[CH:22]3[CH2:35][CH2:34][CH:25]2[CH2:24][CH2:23]3)=[CH:32][CH:31]=1. Procedure: A mixture of 28.6 g of 6-chloro-9(β-D-ribofuranosyl)-purine, 23.6 g of 2-amino-3-p-chlorophenylbicyclo[2,2,2]octane, 450 ml of dimethylformamide, 450 ml of isopropanol and 50 ml of triethylamine is left to stand at 20° for 4 days. The mixture is evaporated, the residue is dissolved in chloroform, the chloroform solution is washed with 1% aqueous acetic acid and evaporated again and the residue is triturated with ether to give N6 -[2-(4-chlorophenyl)-bicyclo[2,2,2]oct-3-yl]-adenosine (Ia). M.p.: ... Starting materials: C(C)(=O)Cl (acetyl chloride), CC(=CC(=O)OC(C)C)\C=C\CC(CCC=C(C)C)C (trans isopropyl 3,7,11-trimethyldodeca 2,4,10-trienoate). Reaction conditions: time 15 minute. The product is ClC(CCCC(C/C=C/C(=CC(=O)OC(C)C)C)C)(C)C (trans isopropyl 11-chloro-3,7,11-trimethyldodeca-2,4-dienoate). RXN SMILES: C([Cl:4])(=O)C.[CH3:5][C:6](/[CH:14]=[CH:15]/[CH2:16][CH:17]([CH3:24])[CH2:18][CH2:19][CH:20]=[C:21]([CH3:23])[CH3:22])=[CH:7][C:8]([O:10][CH:11]([CH3:13])[CH3:12])=[O:9]>>[Cl:4][C:21]([CH3:22])([CH3:23])[CH2:20][CH2:19][CH2:18][CH:17]([CH3:24])[CH2:16]/[CH:15]=[CH:14]/[C:6]([CH3:5])=[CH:7][C:8]([O:10][CH:11]([CH3:13])[CH3:12])=[O:9]. Procedure details: To 40 ml. of ice cold isopropanol is added 2.49 g. of acetyl chloride. The resulting solution is stirred at 0° for 15 min. and 1.0 g. of trans isopropyl 3,7,11-trimethyldodeca 2,4,10-trienoate added. The solution is stirred for 1 hour at 0° and for 48 hours at 25°. Solvent is removed under reduced pressure and the concentrate taken up in hexane. The hexane solution is washed with water until the aqueous wash is neutral and then with brine. The solution is dried over calcium sulfate and solvent e... The reactants are B(Br)(Br)Br (Boron tribromide), FC1=CC(=C(C=C1)OC)C(C(F)(F)F)C (4-fluoro-1-methoxy-2-(1,1,1-trifluoropropan-2-yl)benzene), O (water). Solvent: ClCCl (dichloromethane). The product is FC1=CC(=C(C=C1)O)C(C(F)(F)F)C (4-fluoro-2-(1,1,1-trifluoropropan-2-yl)phenol). Reaction SMILES: B(Br)(Br)Br.[F:5][C:6]1[CH:11]=[CH:10][C:9]([O:12]C)=[C:8]([CH:14]([CH3:19])[C:15]([F:18])([F:17])[F:16])[CH:7]=1.O>ClCCl>[F:5][C:6]1[CH:11]=[CH:10][C:9]([OH:12])=[C:8]([CH:14]([CH3:19])[C:15]([F:16])([F:17])[F:18])[CH:7]=1. Procedure: Boron tribromide (19.1 mL, 198 mmol) was added to a −78° C. solution of 4-fluoro-1-methoxy-2-(1,1,1-trifluoropropan-2-yl)benzene (C43) (20.0 g, 90.0 mmol) in dichloromethane (400 mL). The cooling bath was removed and the reaction mixture was allowed to warm to room temperature over 66 hours. It was then cooled in an ice bath and treated drop-wise with water (50 mL) while venting into an aqueous potassium carbonate trap. When the vigorous reaction had subsided, additional water (300 mL) was added...